Dataset: the Open Reaction Database (ORD), a public repository of structured organic reaction records. Task: describe an organic reaction: reactants, conditions, products, and yield Starting materials: FC1=C(C(=O)NC=2SC(=C(N2)C2=NOC(=C2)[Si](C)(C)C)C2=CC(=CC=C2)C(F)(F)F)C(=CC=C1)F (2,6-Difluoro-N-(5-(3-(trifluoromethyl)phenyl)-4-(5-(trimethylsilyl)isoxazol-3-yl)thiazol-2-yl)benzamide), [F-].[Cs+] (cesium fluoride). The solvent is C(Cl)Cl (CH2Cl2), C(C)O (ethanol). Conditions: time 1 hour. The product is FC1=C(C(=O)NC=2SC(=C(N2)C2=NOC=C2)C2=CC(=CC=C2)C(F)(F)F)C(=CC=C1)F (2,6-Difluoro-N-(4-(isoxazol-3-yl)-5-(3-(trifluoromethyl)phenyl)thiazol-2-yl)benzamide). Isolated yield 86.4%. RXN SMILES: [F:1][C:2]1[CH:34]=[CH:33][CH:32]=[C:31]([F:35])[C:3]=1[C:4]([NH:6][C:7]1[S:8][C:9]([C:21]2[CH:26]=[CH:25][CH:24]=[C:23]([C:27]([F:30])([F:29])[F:28])[CH:22]=2)=[C:10]([C:12]2[CH:16]=[C:15]([Si](C)(C)C)[O:14][N:13]=2)[N:11]=1)=[O:5].[F-].[Cs+]>C(O)C.C(Cl)Cl>[F:35][C:31]1[CH:32]=[CH:33][CH:34]=[C:2]([F:1])[C:3]=1[C:4]([NH:6][C:7]1[S:8][C:9]([C:21]2[CH:26]=[CH:25][CH:24]=[C:23]([C:27]([F:28])([F:29])[F:30])[CH:22]=2)=[C:10]([C:12]2[CH:16]=[CH:15][O:14][N:13]=2)[N:11]=1)=[O:5] |f:1.2|. Reported procedure: Into a solution of Compound 105 (55.0 mg, 0.10 mmol) in ethanol (2.0 mL) at room temperature was added cesium fluoride (152 mg, 1.0 mmol). The mixture was stirred at room temperature for 1 hour, diluted with CH2Cl2, washed with water (2×), dried (Na2SO4), filtered and concentrated. The residue was purified on silica to give Compound 106 (39 mg). The reactants are BrC1=C(C=CC(=C1)F)O (2-bromo-4-fluorophenol), FC(COC1=C(C=CC(=C1)S(=O)(=O)[O-])C)(F)F (2,2,2-trifluoroethoxy-p-toluene sulphonate), [H-].[Na+] (sodium hydride). Run in CN(C=O)C (dimethylformamide), O (water). Conditions: temperature 110 celsius. The product is BrC1=C(C=CC(=C1)F)OCC(F)(F)F (2-Bromo-4-fluoro-(2,2,2-trifluoroethoxy)benzene). As a reaction SMILES: [Br:1][C:2]1[CH:7]=[C:6]([F:8])[CH:5]=[CH:4][C:3]=1[OH:9].[F:10][C:11]([F:26])([F:25])[CH2:12]OC1C=C(S([O-])(=O)=O)C=CC=1C.[H-].[Na+]>CN(C)C=O.O>[Br:1][C:2]1[CH:7]=[C:6]([F:8])[CH:5]=[CH:4][C:3]=1[O:9][CH2:12][C:11]([F:26])([F:25])[F:10] |f:2.3|. Procedure: To a solution of 2-bromo-4-fluorophenol (4 g) and 2,2,2-trifluoroethoxy-p-toluene sulphonate (5 g) in dimethylformamide (40 ml) was slowly added sodium hydride (1 g, 60% in oil) and the mixture then heated at 110° C. for 12 h. The solution was cooled, diluted with water (500 ml) and the product extracted into ethyl acetate (2×150 ml). The organic phase was washed with saturated NaHCO3 solution, water, saturated brine and dried (MgSO4). The solvent was removed in vacuo and the residue was chromat... The reactants are BrC=1C=C2C(=NC1)NC=C2C(C)C2=C(C=CC=C2Cl)Cl (5-bromo-3-[1-(2,6-dichlorophenyl)ethyl]-1H-pyrrolo[2,3-b]-pyridine), Cl.CC1(OB(OC1(C)C)C=1C=NN(C1)C1CCNCC1)C (4-[4-(4,4,5,5-tetramethyl[1,3,2]dioxaborolan-2-yl)-pyrazol-1-yl]-piperidine hydrochloride), C([O-])([O-])=O.[K+].[K+] (potassium carbonate), (1,1′-bis-(diphenylphosphino)ferrocene)palladium dichloride. Solvent: COCCOC (DME), O (H2O). Run at temperature 100 celsius. Yields the product ClC1=C(C(=CC=C1)Cl)C(C)C1=CNC2=NC=C(C=C21)C=2C=NN(C2)C2CCNCC2 (3-[1-(2,6-Dichlorophenyl)ethyl]-5-(1-piperidin-4-yl-1H-pyrazol-4-yl)-1H-pyrrolo[2,3-b]pyridine). Reaction SMILES: Br[C:2]1[CH:3]=[C:4]2[C:10]([CH:11]([C:13]3[C:18]([Cl:19])=[CH:17][CH:16]=[CH:15][C:14]=3[Cl:20])[CH3:12])=[CH:9][NH:8][C:5]2=[N:6][CH:7]=1.Cl.CC1(C)C(C)(C)OB([C:30]2[CH:31]=[N:32][N:33]([CH:35]3[CH2:40][CH2:39][NH:38][CH2:37][CH2:36]3)[CH:34]=2)O1.C(=O)([O-])[O-].[K+].[K+]>COCCOC.O>[Cl:20][C:14]1[CH:15]=[CH:16][CH:17]=[C:18]([Cl:19])[C:13]=1[CH:11]([C:10]1[C:4]2[C:5](=[N:6][CH:7]=[C:2]([C:30]3[CH:31]=[N:32][N:33]([CH:35]4[CH2:40][CH2:39][NH:38][CH2:37][CH2:36]4)[CH:34]=3)[CH:3]=2)[NH:8][CH:9]=1)[CH3:12] |f:1.2,3.4.5|. Procedure details: To a stirred mixture of 5-bromo-3-[1-(2,6-dichlorophenyl)ethyl]-1H-pyrrolo[2,3-b]-pyridine (10.00 mg, 0.027 mmol), 4-[4-(4,4,5,5-tetramethyl[1,3,2]dioxaborolan-2-yl)-pyrazol-1-yl]-piperidine hydrochloride (11.00 mg, 0.035 mmol), potassium carbonate (15.00 mg, 0.11 mmol) in DME (2.0 mL) and H2O (0.40 mL) was added (1,1′-bis-(diphenylphosphino)ferrocene)palladium dichloride (0.84 mg, 0.0011 mmol) under nitrogen atmosphere. The resulting mixture was refluxed at 100° C. for 90 min. The solvent was t... Starting materials: C[C@@]12C(N(C(C(CC1)C2(C)C)=O)C)=O ((1R)-1,3,8,8-Tetramethyl-3-azabicyclo[3.2.1]octane-2,4-dione), intermediate, [Li]CCCC (BuLi), C1CCCCC1 (cyclohexane), N[C@@H](C[SeH])C(=O)O (Sec), C(=O)=O (dry ice). Solvent: C1CCOC1 (THF). Run at temperature -95 celsius, time 15 minute. Product: CN1C([C@]2(CC[C@@](C1=O)(C2(C)C)C)C(=O)O)=O ((1R,5R)-3,5,8,8-Tetramethyl-2,4-dioxo-3-azabicyclo[3.2.1]octane-1-carboxylic acid). RXN SMILES: [CH3:1][C@:2]12[C:9]([CH3:11])([CH3:10])[CH:6]([CH2:7][CH2:8]1)[C:5](=[O:12])[N:4]([CH3:13])[C:3]2=[O:14].N[C@H](C(O)=O)C[SeH].[Li]CCCC.C1CCCCC1.[C:33](=[O:35])=[O:34]>C1COCC1>[CH3:13][N:4]1[C:3](=[O:14])[C@@:2]2([CH3:1])[C:9]([CH3:10])([CH3:11])[C@:6]([C:33]([OH:35])=[O:34])([CH2:7][CH2:8]2)[C:5]1=[O:12]. Procedure: To a solution of step 2 intermediate (2 g, 10.2 mmol) in THF maintained at −95° C. under N2 atmosphere, 1.2N Sec.BuLi in cyclohexane (9.5 mL, 13.3 mmol) was added. After stirring for 15 min at −95° C., small pieces of dry ice (2 g) were added and the reaction mixture was kept at this temperature for 1 h before quenching with water (3 mL). The reaction mixture was allowed to warm to room temperature. To this 5% NaHCO3 solution (100 mL) and diethyl ether (50 mL) was added, the aqueous layer was se... The reactants are [H-].[Na+] (sodium hydride), O[C@H](C1=CC=CC=C1)[C@H](CC(C)C)N1C(C=2C(C1=O)=CC=CC2)=O (N-[1-(S)-[α-(R)-hydroxybenzyl]-3-methylbutyl]phthalimide), C1(=CC=C(C=C1)S(=O)(=O)OC)C (methyl p-toluenesulfonate). The solvent is C1(=CC=CC=C1)C (toluene). Product: CO[C@H](C1=CC=CC=C1)[C@H](CC(C)C)N1C(C=2C(C1=O)=CC=CC2)=O (N-[1-(S)-[α-(R)-methoxybenzyl]-3-methylbutyl]phthalimide), product. Isolated yield 81.0%. Reaction SMILES: [OH:1][C@@H:2]([C@@H:9]([N:14]1[C:18](=[O:19])[C:17]2=[CH:20][CH:21]=[CH:22][CH:23]=[C:16]2[C:15]1=[O:24])[CH2:10][CH:11]([CH3:13])[CH3:12])[C:3]1[CH:8]=[CH:7][CH:6]=[CH:5][CH:4]=1.[C:25]1(C)C=CC(S(OC)(=O)=O)=CC=1.[H-].[Na+]>C1(C)C=CC=CC=1>[CH3:25][O:1][C@@H:2]([C@@H:9]([N:14]1[C:15](=[O:24])[C:16]2=[CH:23][CH:22]=[CH:21][CH:20]=[C:17]2[C:18]1=[O:19])[CH2:10][CH:11]([CH3:13])[CH3:12])[C:3]1[CH:8]=[CH:7][CH:6]=[CH:5][CH:4]=1 |f:2.3|. Procedure details: To a solution of N-[1-(S)-[α-(R)-hydroxybenzyl]-3-methylbutyl]phthalimide (30.4 g, 94.0 mmol.) in toluene (380 mL) were successively added methyl p-toluenesulfonate (19.2 g, 103 mmol.) and 60% sodium hydride (4.13 g, 103 mmol.). The resulting mixture was heated under reflux for 18 hours under stirring, cooled to room temperature, successively washed with water and aqueous saturated sodium chloride solution, dried over anhydrous sodium sulfate. The solvent was distilled off under reduced pressure...